Dataset: the Open Reaction Database (ORD), a public repository of structured organic reaction records. Task: describe an organic reaction: reactants, conditions, products, and yield Reactants: COC(=O)c1ccc(CBr)nc1, C[O-], CO, [Na+], [Na]. The product is COCc1ccc(C(=O)OC)cn1. As a reaction SMILES: [Br:1][CH2:2][c:3]1[n:4][cH:5][c:6]([C:7](=[O:8])[O:9][CH3:10])[cH:11][cH:12]1.[CH3:13][O-:14].[CH3:17][OH:18].[Na+:15].[Na:16]>>[CH2:2]([c:3]1[n:4][cH:5][c:6]([C:7](=[O:8])[O:9][CH3:10])[cH:11][cH:12]1)[O:14][CH3:13].